Dataset: the Open Reaction Database (ORD), a public repository of structured organic reaction records. Task: describe an organic reaction: reactants, conditions, products, and yield Reactants: [Cu](C#N)C#N (Copper cyanide), BrC=1C=NC=C(C1C1CC1)F (3-bromo-4-cyclopropyl-5-fluoro-pyridine). The solvent is CN(C=O)C (dimethylformamide). Reaction conditions: temperature 150 celsius, time 5 minute. Yields the product C1(CC1)C1=C(C=NC=C1C#N)F (4-cyclopropyl-5-fluoronicotinonitrile). As a reaction SMILES: [Cu]([C:4]#[N:5])C#N.Br[C:7]1[CH:8]=[N:9][CH:10]=[C:11]([F:16])[C:12]=1[CH:13]1[CH2:15][CH2:14]1>CN(C)C=O>[CH:13]1([C:12]2[C:7]([C:4]#[N:5])=[CH:8][N:9]=[CH:10][C:11]=2[F:16])[CH2:15][CH2:14]1. Procedure: Copper cyanide (0.829 g, 0.00925 mol) was added at RT to a sealed tube containing 3-bromo-4-cyclopropyl-5-fluoro-pyridine (B; 1 g, 0.00462 mol) in dimethylformamide (20 mL). The reaction mixture was heated to 150° C. for 18 hr, then cooled to RT, quenched with 20% aqueous ammonia (20 mL) solution, and stirred for 5 min. It was extracted with diethyl ether (2×100 mL). The combined organic layers were washed with water (2×50 mL) and dried over anhydrous sodium sulphate to afford 4-cyclopropyl-5-fl... The reactants are OC=1C=C(C=O)C=CC1O (3,4-Dihydroxy-benzaldehyde), C(=O)([O-])[O-].[K+].[K+] (K2CO3), ICCCCCC (1-iodohexane). Run in C(CCC)O (1-butanol). Yields the product C(CCCCC)OC=1C=C(C=O)C=CC1OCCCCCC (3,4-Bis-hexyloxy-benzaldehyde). Yield: 161.0%. As a reaction SMILES: [OH:1][C:2]1[CH:3]=[C:4]([CH:7]=[CH:8][C:9]=1O)[CH:5]=[O:6].[C:11]([O-:14])([O-])=O.[K+].[K+].I[CH2:18][CH2:19][CH2:20][CH2:21][CH2:22][CH3:23]>C(O)CCC>[CH2:18]([O:1][C:2]1[CH:3]=[C:4]([CH:7]=[CH:8][C:9]=1[O:14][CH2:11][CH2:8][CH2:9][CH2:2][CH2:3][CH3:4])[CH:5]=[O:6])[CH2:19][CH2:20][CH2:21][CH2:22][CH3:23] |f:1.2.3|. Procedure: 3,4-Dihydroxy-benzaldehyde (2.1 g, 0.015 mol), K2CO3 (4.0 g, 0.03 mol) and 1-iodohexane (6.4 g, 0.03 mol) were stirred in 100 ml of 1-butanol under reflux for 24 h. After cooling, the 1-butanol was removed by rotary evaporation. The residue was dissolved in 200 ml of ether, washed with water (dist.) and brine. The solution was dried over Na2SO4 and the solvent was removed to yield 3.7 g 3,4-Bis-hexyloxy-benzaldehyde (85%) as a dark solid. 1H NMR (400 MHz, CDCl3): δ 9.83 (s, 1H), 7.41 (m, 2H), 6.... The solvent is O (water), CO (methanol), O1CCCC1 (tetrahydrofuran). Conditions: time 2 hour. Yields the product N1(C=CC=C1)S(=O)(=O)C1=CC=C(S1)C(=O)N[C@@H]1[C@H]([C@@H]2CC[C@H]1C2)C\C=C/CCCC(=O)O ((5Z)-7-{(1R,2S,3S,4S)-3-[5-(pyrrol-1-ylsulfonyl)-thiophen-2-ylcarbonylamino]-bicyclo[2.2.1]hept-2-yl}-5-heptenoic acid). Starting materials: COC(CCC\C=C/C[C@H]1[C@@H]2CC[C@H]([C@@H]1NC(=O)C=1SC(=CC1)S(=O)(=O)N1C=CC=C1)C2)=O ((5Z)-7-{(1R,2S,3S,4S)-3-[5-(pyrrol-1-ylsulfonyl)thiophen-2-ylcarbonylamino]-bicyclo[2.2.1]hept-2-yl}-5-heptenoic acid methyl ester), [OH-].[Na+] (sodium hydroxide). Isolated yield 68.9%. Reported procedure: To a solution of 350 mg (0.713 mmol) of (5Z)-7-{(1R,2S,3S,4S)-3-[5-(pyrrol-1-ylsulfonyl)thiophen-2-ylcarbonylamino]-bicyclo[2.2.1]hept-2-yl}-5-heptenoic acid methyl ester (I-1a) in 1 ml of methanol and 0.5 ml of tetrahydrofuran was added under ice-cooling 0.5 ml (2.0 mmol) of 4N sodium hydroxide. The mixture was warmed to room temperature and stirred at 25° C. for 2 h. The reaction mixture was diluted with water and washed with ether. The aqueous layer was acidified with 0.5 ml of 5N hydrochlori... RXN SMILES: C[O:2][C:3](=[O:33])[CH2:4][CH2:5][CH2:6]/[CH:7]=[CH:8]\[CH2:9][C@@H:10]1[C@@H:15]([NH:16][C:17]([C:19]2[S:20][C:21]([S:24]([N:27]3[CH:31]=[CH:30][CH:29]=[CH:28]3)(=[O:26])=[O:25])=[CH:22][CH:23]=2)=[O:18])[C@@H:14]2[CH2:32][C@H:11]1[CH2:12][CH2:13]2.[OH-].[Na+]>CO.O1CCCC1.O>[N:27]1([S:24]([C:21]2[S:20][C:19]([C:17]([NH:16][C@H:15]3[C@@H:14]4[CH2:32][C@@H:11]([CH2:12][CH2:13]4)[C@@H:10]3[CH2:9]/[CH:8]=[CH:7]\[CH2:6][CH2:5][CH2:4][C:3]([OH:33])=[O:2])=[O:18])=[CH:23][CH:22]=2)(=[O:26])=[O:25])[CH:31]=[CH:30][CH:29]=[CH:28]1 |f:1.2|. The reactants are C(C)(C)(C)OC(NC1=NC=NC(=C1)NC1=NC=C(C=2C1=CN(N2)C2=C(C=CC=C2Cl)Cl)Br)=O ({6-[7-bromo-2-(2,6-dichlorophenyl)-2H-pyrazolo[4,3-c]pyridin-4-ylamino]-pyrimidin-4-yl}-carbamic acid tert-butyl ester). Procedure details: A solution of {6-[7-bromo-2-(2,6-dichlorophenyl)-2H-pyrazolo[4,3-c]pyridin-4-ylamino]-pyrimidin-4-yl}-carbamic acid tert-butyl ester (95 mg, 0.18 mmol) in DCM (2 mL) and TFA (1 mL) was stirred at room temperature for 3 hours. The solvent was removed and the residue partitioned between DCM and NaHCO3 (sat. aq.). The organic layer was washed with brine, dried over anhydrous sodium sulfate, and concentrated under reduced pressure. The residue was purified by silica gel flash chromatography (70-90% ... Isolated yield 28.3%. The product is BrC=1C=2C(C(=NC1)NC1=NC=NC(=C1)N)=CN(N2)C2=C(C=CC=C2Cl)Cl (N-[7-Bromo-2-(2,6-dichlorophenyl)-2H-pyrazolo[4,3-c]pyridin-4-yl]-pyrimidine-4,6-diamine). Solvent: C(Cl)Cl (DCM), C(=O)(C(F)(F)F)O (TFA). RXN SMILES: C(OC(=O)[NH:7][C:8]1[CH:13]=[C:12]([NH:14][C:15]2[C:20]3=[CH:21][N:22]([C:24]4[C:29]([Cl:30])=[CH:28][CH:27]=[CH:26][C:25]=4[Cl:31])[N:23]=[C:19]3[C:18]([Br:32])=[CH:17][N:16]=2)[N:11]=[CH:10][N:9]=1)(C)(C)C>C(Cl)Cl.C(O)(C(F)(F)F)=O>[Br:32][C:18]1[C:19]2[C:20](=[CH:21][N:22]([C:24]3[C:29]([Cl:30])=[CH:28][CH:27]=[CH:26][C:25]=3[Cl:31])[N:23]=2)[C:15]([NH:14][C:12]2[CH:13]=[C:8]([NH2:7])[N:9]=[CH:10][N:11]=2)=[N:16][CH:17]=1. Starting materials: C(C)OC(C1=C(N=C(C=C1C(F)(F)F)C1=CC=C(C=C1)OC(F)(F)F)CC1CC1)=O (2-cyclopropylmethyl-6-(4-trifluoromethoxy-phenyl)-4-trifluoromethyl-nicotinic acid ethyl ester), [H-].[Al+3].[Li+].[H-].[H-].[H-] (lithium aluminium hydride). The product is C1(CC1)CC1=NC(=CC(=C1CO)C(F)(F)F)C1=CC=C(C=C1)OC(F)(F)F ([2-Cyclopropylmethyl-6-(4-trifluoromethoxy-phenyl)-4-trifluoromethyl-pyridin-3-yl]-methanol). RXN SMILES: C([O:3][C:4](=O)[C:5]1[C:10]([C:11]([F:14])([F:13])[F:12])=[CH:9][C:8]([C:15]2[CH:20]=[CH:19][C:18]([O:21][C:22]([F:25])([F:24])[F:23])=[CH:17][CH:16]=2)=[N:7][C:6]=1[CH2:26][CH:27]1[CH2:29][CH2:28]1)C.[H-].[Al+3].[Li+].[H-].[H-].[H-]>>[CH:27]1([CH2:26][C:6]2[C:5]([CH2:4][OH:3])=[C:10]([C:11]([F:12])([F:13])[F:14])[CH:9]=[C:8]([C:15]3[CH:16]=[CH:17][C:18]([O:21][C:22]([F:25])([F:23])[F:24])=[CH:19][CH:20]=3)[N:7]=2)[CH2:29][CH2:28]1 |f:1.2.3.4.5.6|. Procedure: In analogy to the procedure described in example 16 c], 2-cyclopropylmethyl-6-(4-trifluoromethoxy-phenyl)-4-trifluoromethyl-nicotinic acid ethyl ester was treated with lithium aluminium hydride to give the title compound as colorless crystals. Reactants: CC(=O)OC(C)=O, CCOC(C)=O, O=C1C=CC(=O)N1. Yields the product CC(=O)N1C(=O)C=CC1=O. Reaction SMILES: [CH3:14][C:15]([O:16][C:17](=[O:18])[CH3:19])=[O:20].[CH3:8][CH2:9][O:10][C:11](=[O:12])[CH3:13].[O:1]=[C:2]1[NH:3][C:4](=[O:5])[CH:6]=[CH:7]1>>[O:1]=[C:2]1[N:3]([C:9]([CH3:8])=[O:10])[C:4](=[O:5])[CH:6]=[CH:7]1. Reactants: ClC=1C=C(C#N)C=CC1F (3-Chloro-4-fluoro-benzonitrile), N1CCOCC1 (morpholine). Yields the product ClC=1C=C(C#N)C=CC1N1CCOCC1 (3-Chloro-4-morpholin-4-yl-benzonitrile). Reaction SMILES: [Cl:1][C:2]1[CH:3]=[C:4]([CH:7]=[CH:8][C:9]=1F)[C:5]#[N:6].[NH:11]1[CH2:16][CH2:15][O:14][CH2:13][CH2:12]1>>[Cl:1][C:2]1[CH:3]=[C:4]([CH:7]=[CH:8][C:9]=1[N:11]1[CH2:16][CH2:15][O:14][CH2:13][CH2:12]1)[C:5]#[N:6]. Reported procedure: 3-Chloro-4-morpholin-4-yl-benzonitrile is synthesized starting from 3-Chloro-4-fluoro-benzonitrile and morpholine as described in Example 306. LC-MS (m/z, ES+): 223 (MH+), Retention time: 1.11 mins (LC-MS method 7)